From a dataset of the Open Reaction Database (ORD), a public repository of structured organic reaction records. describe an organic reaction: reactants, conditions, products, and yield Reactants: CO, [Na+], [OH-], O, O=C(NC(=S)Nc1nc(-c2ccccc2)cs1)c1ccccc1. The product is NC(=S)Nc1nc(-c2ccccc2)cs1. As a reaction SMILES: [CH3:25][OH:26].[Na+:28].[OH-:27].[OH2:24].[c:1]1(-[c:7]2[n:8][c:9]([NH:12][C:13](=[S:14])[NH:15][C:16](=[O:17])[c:18]3[cH:19][cH:20][cH:21][cH:22][cH:23]3)[s:10][cH:11]2)[cH:2][cH:3][cH:4][cH:5][cH:6]1>>[c:1]1(-[c:7]2[n:8][c:9]([NH:12][C:13](=[S:14])[NH2:15])[s:10][cH:11]2)[cH:2][cH:3][cH:4][cH:5][cH:6]1.